This data is from the Open Reaction Database (ORD), a public repository of structured organic reaction records. The task is: describe an organic reaction: reactants, conditions, products, and yield Starting materials: FC(C(C(=O)NC1=CC=C(C=C1)S(=O)(=O)F)(C)O)(F)F (3,3,3-trifluoro-N-(4-flurosulfonylphenyl)-2-hydroxy-2-methylpropanamide), N1CCCC1 (pyrrolidine), N1(CCCC1)C1=CC=NC=C1 (4-pyrrolidinopyridine). The solvent is C(C)#N (acetonitrile), O (water). Reaction conditions: temperature 22 celsius. Yields the product FC(C(C(=O)NC1=CC=C(C=C1)S(=O)(=O)N1CCCC1)(C)O)(F)F (3,3,3-Trifluoro-2-hydroxy-2-methyl-N-[4-(1-pyrrolidinylsulfonyl)phenyl]propanamide). Yield: 92.9%. Reaction SMILES: [F:1][C:2]([F:20])([F:19])[C:3]([OH:18])([CH3:17])[C:4]([NH:6][C:7]1[CH:12]=[CH:11][C:10]([S:13](F)(=[O:15])=[O:14])=[CH:9][CH:8]=1)=[O:5].[NH:21]1[CH2:25][CH2:24][CH2:23][CH2:22]1.N1(C2C=CN=CC=2)CCCC1>C(#N)C.O>[F:1][C:2]([F:20])([F:19])[C:3]([OH:18])([CH3:17])[C:4]([NH:6][C:7]1[CH:12]=[CH:11][C:10]([S:13]([N:21]2[CH2:25][CH2:24][CH2:23][CH2:22]2)(=[O:15])=[O:14])=[CH:9][CH:8]=1)=[O:5]. Procedure: A solution of 3,3,3-trifluoro-N-(4-flurosulfonylphenyl)-2-hydroxy-2-methylpropanamide (0.25 g), pyrrolidine (0.28 g), and 4-pyrrolidinopyridine (12 mg) in dry acetonitrile (3 ml) was heated at reflux for 24 hours. After cooling to 22° C., the reaction mixture was diluted with water (25 ml) and extracted with ethyl acetate (3×15 ml). The combined organic extracts were washed with 1N HCl, brine, dried (Na2SO4) and evaporated to give an oil which crystallized upon suspension in hexane to yield the ... Reactants: ClCC=1N=C2N(C=CC=C2)C1 (2-chloromethylimidazo[1,2-a]pyridine), OC1=CC=C(CO\N=C(/CCC(=O)OC)\C2=CC=CC=C2)C=C1 (methyl E-4-(4-hydroxybenzyloxyimino)-4-phenylbutyrate), C([O-])([O-])=O.[K+].[K+] (potassium carbonate), CN(C=O)C (N,N-dimethylformamide). The solvent is C(C)(=O)OCC.CCCCCC (ethyl acetate hexane), O (Water). Run at time 17 hour. Product: N=1C(=CN2C1C=CC=C2)COC2=CC=C(CO\N=C(/CCC(=O)OC)\C1=CC=CC=C1)C=C2 (methyl E-4-[4-(imidazo[1,2-a]pyridin-2-ylmethoxy)benzyloxyimino]-4-phenylbutyrate). Yield: 45.4%. RXN SMILES: Cl[CH2:2][C:3]1[N:4]=[C:5]2[CH:10]=[CH:9][CH:8]=[CH:7][N:6]2[CH:11]=1.[OH:12][C:13]1[CH:34]=[CH:33][C:16]([CH2:17][O:18]/[N:19]=[C:20](/[C:27]2[CH:32]=[CH:31][CH:30]=[CH:29][CH:28]=2)\[CH2:21][CH2:22][C:23]([O:25][CH3:26])=[O:24])=[CH:15][CH:14]=1.C(=O)([O-])[O-].[K+].[K+].CN(C)C=O>C(OCC)(=O)C.CCCCCC.O>[N:4]1[C:3]([CH2:2][O:12][C:13]2[CH:14]=[CH:15][C:16]([CH2:17][O:18]/[N:19]=[C:20](/[C:27]3[CH:28]=[CH:29][CH:30]=[CH:31][CH:32]=3)\[CH2:21][CH2:22][C:23]([O:25][CH3:26])=[O:24])=[CH:33][CH:34]=2)=[CH:11][N:6]2[CH:7]=[CH:8][CH:9]=[CH:10][C:5]=12 |f:2.3.4,6.7|. Procedure details: A mixture of 2-chloromethylimidazo[1,2-a]pyridine (293 mg), methyl E-4-(4-hydroxybenzyloxyimino)-4-phenylbutyrate (500 mg), potassium carbonate (442 mg) and N,N-dimethylformamide (10 ml) was stirred at room temperature for 17 hours. Water was added to the reaction mixture and extracted with ethyl acetate. The ethyl acetate layer was washed with an aqueous saturated solution of sodium chloride, dried (MgSO4) and concentrated. The residue was subjected to silica gel chromatography to obtain methyl... Reactants: CN(C=O)C (N,N-dimethylformamide), FC1=C(C(=O)O)C=CC(=C1OC)F (2,4-difluoro-3-methoxybenzoic acid), O1CCCC1 (tetrahydrofuran), S(=O)(Cl)Cl (thionyl chloride). Run at time 30 minute. Product: CN(C=C(C(=O)OCC)C(C1=C(C(=C(C=C1)F)OC)F)=O)C (Ethyl 3-dimethylamino-2-(2,4-difluoro-3-methoxybenzoyl)acrylate). RXN SMILES: [F:1][C:2]1[C:10]([O:11][CH3:12])=[C:9]([F:13])[CH:8]=[CH:7][C:3]=1[C:4]([OH:6])=O.[O:14]1[CH2:18][CH2:17][CH2:16][CH2:15]1.S(Cl)(Cl)=[O:20].[CH3:23][N:24]([CH3:27])[CH:25]=O>>[CH3:23][N:24]([CH3:27])[CH:25]=[C:16]([C:4](=[O:6])[C:3]1[CH:7]=[CH:8][C:9]([F:13])=[C:10]([O:11][CH3:12])[C:2]=1[F:1])[C:15]([O:14][CH2:18][CH3:17])=[O:20]. Procedure: To 10.0 g of 2,4-difluoro-3-methoxybenzoic acid was added 40 mL of tetrahydrofuran. To this solution was added 0.4 mL of N,N-dimethylformamide, and then 8 mL of thionyl chloride was added dropwise with stirring to this mixture at room temperature. After completion of the dropwise addition, Dimroth condenser was installed, and the mixture was heated under reflux for 2 hours. After allowing the reaction mixture to cool, the solvent was distilled away. The resulting acid chloride was dissolved in 4... Starting materials: C1(=CC=C(C=C1)C1C(OC(C1)OC)OC)C1=CC=CC=C1 (3-biphenyl-4-yl-2,5-dimethoxy-tetrahydrofuran), C(C1=CC=CC=C1)OC(CC(C(=O)NC1C(NCCOCCN2C3=CC=CC=C3C(C1)=C2)=O)N2C=C(C=C2)C2=CC=CC=C2)=O (N-(8-oxo-4-oxa-1,7-diaza-tricyclo-[9.6.1.012,17]-octadeca-11(18),12,14,16-tetraen-9-yl)-3-(3-phenyl-1H-pyrrol-1-yl)succinamic acid benzyl ester), C(C1=CC=CC=C1)OC(C[C@H](C(=O)N[C@@H](CC(C)C)C(N(C)OC)=O)N)=O (3(R)-amino-N-(1(S)-(N-methoxy-N-methylcarbamoyl)-3-methyl-butyl)succinamic acid benzyl ester), FC(C(=O)O)(F)F (trifluoroacetic acid), amine. Solvent: ClCCCl (1,2-dichloroethane). Yields the product C(C1=CC=CC=C1)OC(C[C@H](C(=O)N[C@@H](CC(C)C)C(N(C)OC)=O)N1C=C(C=C1)C1=CC=C(C=C1)C1=CC=CC=C1)=O (3(R)-(3-biphenyl-4-yl-1H-pyrrol-1-yl)-N-[1(S)-(N-methoxy-N-methylcarbamoyl)-3-methyl-butyl]succinamic acid benzyl ester). Yield: 48.0%. Reaction SMILES: C(OC(=O)CC(N1C=CC(C2C=CC=CC=2)=C1)C(NC1CC2=CN(C3C2=CC=CC=3)CCOCCNC1=O)=O)C1C=CC=CC=1.[CH2:46]([O:53][C:54](=[O:72])[CH2:55][C@@H:56]([NH2:71])[C:57]([NH:59][C@H:60]([C:65](=[O:70])[N:66]([O:68][CH3:69])[CH3:67])[CH2:61][CH:62]([CH3:64])[CH3:63])=[O:58])[C:47]1[CH:52]=[CH:51][CH:50]=[CH:49][CH:48]=1.[C:73]1([C:88]2[CH:93]=[CH:92][CH:91]=[CH:90][CH:89]=2)[CH:78]=[CH:77][C:76]([CH:79]2[CH2:83][CH:82](OC)O[CH:80]2OC)=[CH:75][CH:74]=1.FC(F)(F)C(O)=O>ClCCCl>[CH2:46]([O:53][C:54](=[O:72])[CH2:55][C@@H:56]([N:71]1[CH:82]=[CH:83][C:79]([C:76]2[CH:77]=[CH:78][C:73]([C:88]3[CH:93]=[CH:92][CH:91]=[CH:90][CH:89]=3)=[CH:74][CH:75]=2)=[CH:80]1)[C:57]([NH:59][C@H:60]([C:65](=[O:70])[N:66]([O:68][CH3:69])[CH3:67])[CH2:61][CH:62]([CH3:63])[CH3:64])=[O:58])[C:47]1[CH:48]=[CH:49][CH:50]=[CH:51][CH:52]=1. Procedure: As described in Example 1(c) for the preparation of N-(8-oxo-4-oxa-1,7-diaza-tricyclo-[9.6.1.012,17]-octadeca-11(18),12,14,16-tetraen-9-yl)-3-(3-phenyl-1H-pyrrol-1-yl)succinamic acid benzyl ester, 3(R)-amino-N-(1(S)-(N-methoxy-N-methylcarbamoyl)-3-methyl-butyl)succinamic acid benzyl ester was deprotected. The crude amine salt and 3-biphenyl-4-yl-2,5-dimethoxy-tetrahydrofuran (prepared as described in Example 1(a)) were condensed in anhydrous 1,2-dichloroethane with trifluoroacetic acid to provid...